This data is from the Open Reaction Database (ORD), a public repository of structured organic reaction records. The task is: describe an organic reaction: reactants, conditions, products, and yield Reactants: ClC=1C=C2C(C=CN(C2=CC1)C1=CC=C(C=C1)Cl)=O (6-chloro-1-(4-chlorophenyl)-4(1H)-quinolinone). The product is ClC=1C=C2C=3C=C(C=CC3N3C2=C(C1)C(C=C3)=O)Cl (2.10-dichlor-4H-pyrido[3,2,1-jk]carbazole-4-one). Solvent: C(C)(=O)O (acetic acid). Procedure: 6-chloro-1-(4-chlorophenyl)-4(1H)-quinolinone (2 g) obtained in step 4 was dissolved in acetic acid (150 ml) and to the solution were added a boron tribromide-acetic acid complex (44 ml) and palladium diacetate (6.28 g). The mixture was heated under reflux for 1 hour in an argon atmosphere and allowed to cool. The insoluble content was removed by filtration and the solution was extracted with water and ethyl acetate. The ethyl acetate layer was washed with saturated aqueous solution of sodium ch... Yield: 2.0%. The reagents and catalysts are C(C)(=O)[O-].C(C)(=O)[O-].[Pd+2] (palladium diacetate). Reaction SMILES: [Cl:1][C:2]1[CH:3]=[C:4]2[C:9](=[CH:10][CH:11]=1)[N:8]([C:12]1[CH:17]=[CH:16][C:15]([Cl:18])=[CH:14][CH:13]=1)[CH:7]=[CH:6][C:5]2=[O:19]>C(O)(=O)C.C([O-])(=O)C.C([O-])(=O)C.[Pd+2]>[Cl:1][C:2]1[CH:11]=[C:10]2[C:9]3=[C:4]([C:5](=[O:19])[CH:6]=[CH:7][N:8]3[C:12]3[CH:17]=[CH:16][C:15]([Cl:18])=[CH:14][C:13]2=3)[CH:3]=1 |f:2.3.4|. The reactants are COCCCN1CCOc2ccc(COC3CN(S(=O)(=O)c4ccc(C)cc4)C(CC(=O)O)CC3c3ccc(OC)cc3)cc21, CNOC, Cl. The product is COCCCN1CCOc2ccc(COC3CN(S(=O)(=O)c4ccc(C)cc4)C(CC(=O)N(C)OC)CC3c3ccc(OC)cc3)cc21. Reaction SMILES: [CH3:1][O:2][c:3]1[cH:4][cH:5][c:6]([CH:9]2[CH2:10][CH:11]([CH2:42][C:43](=[O:44])[OH:45])[N:12]([S:32](=[O:33])(=[O:34])[c:35]3[cH:36][cH:37][c:38]([CH3:41])[cH:39][cH:40]3)[CH2:13][CH:14]2[O:15][CH2:16][c:17]2[cH:18][cH:19][c:20]3[c:21]([cH:31]2)[N:22]([CH2:26][CH2:27][CH2:28][O:29][CH3:30])[CH2:23][CH2:24][O:25]3)[cH:7][cH:8]1.[CH3:47][NH:48][O:49][CH3:50].[ClH:46]>>[CH3:1][O:2][c:3]1[cH:4][cH:5][c:6]([CH:9]2[CH2:10][CH:11]([CH2:42][C:43](=[O:45])[N:48]([CH3:47])[O:49][CH3:50])[N:12]([S:32](=[O:33])(=[O:34])[c:35]3[cH:36][cH:37][c:38]([CH3:41])[cH:39][cH:40]3)[CH2:13][CH:14]2[O:15][CH2:16][c:17]2[cH:18][cH:19][c:20]3[c:21]([cH:31]2)[N:22]([CH2:26][CH2:27][CH2:28][O:29][CH3:30])[CH2:23][CH2:24][O:25]3)[cH:7][cH:8]1. Starting materials: O1COC2=C1C=CC(=C2)C=2C=C(C=C(C2)OCC2=CC=C(C=C2)OC)C(CC)=O (1-[3-Benzo[1,3]dioxol-5-yl-5-(4-methoxy-benzyloxy)-phenyl]-propan-1-one). The solvent is C(C)(=O)O (acetic acid). Run at temperature 100 celsius. The product is O1COC2=C1C=CC(=C2)C=2C=C(C=C(C2)O)C(CC)=O (1-(3-Benzo[1,3]dioxol-5-yl-5-hydroxy-phenyl)-propan-1-one). The yield is 30.5%. Reaction SMILES: [O:1]1[C:5]2[CH:6]=[CH:7][C:8]([C:10]3[CH:11]=[C:12]([C:26](=[O:29])[CH2:27][CH3:28])[CH:13]=[C:14]([O:16]CC4C=CC(OC)=CC=4)[CH:15]=3)=[CH:9][C:4]=2[O:3][CH2:2]1>C(O)(=O)C>[O:1]1[C:5]2[CH:6]=[CH:7][C:8]([C:10]3[CH:11]=[C:12]([C:26](=[O:29])[CH2:27][CH3:28])[CH:13]=[C:14]([OH:16])[CH:15]=3)=[CH:9][C:4]=2[O:3][CH2:2]1. Procedure details: 1-[3-Benzo[1,3]dioxol-5-yl-5-(4-methoxy-benzyloxy)-phenyl]-propan-1-one (135 mg) was dissolved in glacial acetic acid (2 mL) and heated at 100° C. for 2 days. The solvent was removed under reduced pressure and the residue was purified on a silica gel column using ethyl acetate and hexanes to yield 28.5 mg of the title compound (30% yield). HRMS calcd for C16H14O4 [M+H]+ 271.0965, observed 271.0964. Starting materials: CCC(CC)CNCc1ccc(-c2cc(C(N)=O)c3[nH]cc(C4CCN(S(=O)(=O)CC)CC4)c3c2)s1, CCOCCN, O=Cc1ccc(B(O)O)s1. Yields the product CCOCCNCc1ccc(B(O)O)s1. RXN SMILES: [CH2:1]([CH:2]([CH2:3][CH3:4])[CH2:5][NH:6][CH2:7][c:8]1[s:9][c:10](-[c:11]2[cH:12][c:13]3[c:14]([c:15]([C:16]([NH2:17])=[O:18])[cH:19]2)[nH:20][cH:21][c:22]3[CH:23]2[CH2:24][CH2:25][N:26]([S:27]([CH2:28][CH3:29])(=[O:30])=[O:31])[CH2:32][CH2:33]2)[cH:34][cH:35]1)[CH3:36].[CH2:47]([CH3:48])[O:49][CH2:50][CH2:51][NH2:52].[CH:37](=[O:38])[c:39]1[cH:40][cH:41][c:42]([B:44]([OH:45])[OH:46])[s:43]1>>[CH2:37]([c:39]1[cH:40][cH:41][c:42]([B:44]([OH:45])[OH:46])[s:43]1)[NH:52][CH2:51][CH2:50][O:49][CH2:47][CH3:48].